Dataset: the Open Reaction Database (ORD), a public repository of structured organic reaction records. Task: describe an organic reaction: reactants, conditions, products, and yield Starting materials: Cl.COC1=C(C(=N)N)C=CC=C1 (2-methoxybenzamidine hydrochloride), O (water), C[O-].[Na+] (sodium methoxide), N(O)=C(C(=O)OCC)C#N (ethyl α-oximinocyanoacetate). The solvent is CO (methanol), C(C)(=O)O (acetic acid). Run at time 4.5 hour. Yields the product NC=1N=C(NC(C1N=O)=O)C1=C(C=CC=C1)OC (4-amino-2-(2-methoxyphenyl)-5-nitrosopyrimid-6-one). The yield is 67.4%. RXN SMILES: C[O-].[Na+].Cl.[CH3:5][O:6][C:7]1[CH:15]=[CH:14][CH:13]=[CH:12][C:8]=1[C:9]([NH2:11])=[NH:10].[N:16](=[C:18]([C:24]#[N:25])[C:19](OCC)=[O:20])[OH:17].O>CO.C(O)(=O)C>[NH2:25][C:24]1[N:10]=[C:9]([C:8]2[CH:12]=[CH:13][CH:14]=[CH:15][C:7]=2[O:6][CH3:5])[NH:11][C:19](=[O:20])[C:18]=1[N:16]=[O:17] |f:0.1,2.3|. Procedure: A stirred solution of sodium methoxide in dry methanol [prepared from sodium (10.7 g.) and dry methanol (150 ml.)] maintained at 0° C. was treated with 2-methoxybenzamidine hydrochloride (21.6 g.) followed by ethyl α-oximinocyanoacetate (16.5 g.). The mixture was then heated to reflux with stirring for 4.5 hours, and then poured into water (1000 ml.) and brought to pH6 by the addition of glacial acetic acid. The resultant green solid was filtered off and recrystallised from aqueous acetic acid t... The reactants are Cc1ccc2nnc(Cc3ccc4ncc(Br)cc4c3)n2n1, C1COCCO1, CC1(C)OB(c2cnn(COCC[Si](C)(C)C)c2)OC1(C)C, ClCCl, [K+], [K+], O=C([O-])[O-], O. Yields the product Cc1ccc2nnc(Cc3ccc4ncc(-c5cnn(COCC[Si](C)(C)C)c5)cc4c3)n2n1. As a reaction SMILES: [Br:1][c:2]1[cH:3][n:4][c:5]2[cH:6][cH:7][c:8]([CH2:12][c:13]3[n:14][n:15][c:16]4[n:17]3[n:18][c:19]([CH3:22])[cH:20][cH:21]4)[cH:9][c:10]2[cH:11]1.[CH2:51]1[O:52][CH2:53][CH2:54][O:55][CH2:56]1.[CH3:23][C:24]1([CH3:25])[C:26]([CH3:27])([CH3:28])[O:29][B:30]([c:31]2[cH:32][n:33][n:34]([CH2:36][O:37][CH2:38][CH2:39][Si:40]([CH3:41])([CH3:42])[CH3:43])[cH:35]2)[O:44]1.[Cl:58][CH2:59][Cl:60].[K+:45].[K+:46].[O-:47][C:48]([O-:49])=[O:50].[OH2:57]>>[c:2]1(-[c:31]2[cH:32][n:33][n:34]([CH2:36][O:37][CH2:38][CH2:39][Si:40]([CH3:41])([CH3:42])[CH3:43])[cH:35]2)[cH:3][n:4][c:5]2[cH:6][cH:7][c:8]([CH2:12][c:13]3[n:14][n:15][c:16]4[n:17]3[n:18][c:19]([CH3:22])[cH:20][cH:21]4)[cH:9][c:10]2[cH:11]1. Starting materials: CO, CS(=O)(=O)c1ccc(CN)cc1, CCCC1CO1. The product is CCCC(O)CNCc1ccc(S(C)(=O)=O)cc1. RXN SMILES: [CH3:19][OH:20].[CH3:1][S:2](=[O:3])(=[O:4])[c:5]1[cH:6][cH:7][c:8]([CH2:9][NH2:10])[cH:11][cH:12]1.[O:13]1[CH2:14][CH:15]1[CH2:16][CH2:17][CH3:18]>>[CH3:1][S:2](=[O:3])(=[O:4])[c:5]1[cH:6][cH:7][c:8]([CH2:9][NH:10][CH2:14][CH:15]([OH:13])[CH2:16][CH2:17][CH3:18])[cH:11][cH:12]1. The reactants are [Br-], Nc1cc(F)c(Br)c(F)c1, CC(C)(C)P(C(C)(C)C)C(C)(C)C, C1CCOC1, Cn1c(C#N)ccc1B(O)O, [F-], [K+]. Product: Cn1c(C#N)ccc1-c1c(F)cc(N)cc1F. Reaction SMILES: [Br-:37].[Br:1][c:2]1[c:3]([F:10])[cH:4][c:5]([NH2:6])[cH:7][c:8]1[F:9].[C:24]([P:25]([C:26]([CH3:27])([CH3:28])[CH3:29])[C:30]([CH3:31])([CH3:32])[CH3:33])([CH3:34])([CH3:35])[CH3:36].[CH2:38]1[O:39][CH2:40][CH2:41][CH2:42]1.[CH3:11][n:12]1[c:13]([B:19]([OH:20])[OH:21])[cH:14][cH:15][c:16]1[C:17]#[N:18].[F-:22].[K+:23]>>[c:2]1(-[c:13]2[n:12]([CH3:11])[c:16]([C:17]#[N:18])[cH:15][cH:14]2)[c:3]([F:10])[cH:4][c:5]([NH2:6])[cH:7][c:8]1[F:9]. Starting materials: C(C)(CC)[Li] (s-Butyllithium), C(C1=CC=C(C=C1)OC)(=O)O (p-anisic acid), CN(C)CCN(C)C (TMEDA), FC=1C=C(C(=O)OCC)C=CC1 (ethyl 3-fluorobenzoate). Run at time 15 minute. The product is FC=1C=C(C(=O)C2=C(C(=O)O)C=CC(=C2)OC)C=CC1 (2-(3-fluorobenzoyl)-4-methoxybenzoic acid). Reaction SMILES: C([Li])(CC)C.[C:6]([OH:16])(=[O:15])[C:7]1[CH:12]=[CH:11][C:10]([O:13][CH3:14])=[CH:9][CH:8]=1.CN(CCN(C)C)C.[F:25][C:26]1[CH:27]=[C:28]([CH:34]=[CH:35][CH:36]=1)[C:29](OCC)=[O:30]>>[F:25][C:26]1[CH:27]=[C:28]([CH:34]=[CH:35][CH:36]=1)[C:29]([C:8]1[CH:9]=[C:10]([O:13][CH3:14])[CH:11]=[CH:12][C:7]=1[C:6]([OH:16])=[O:15])=[O:30]. Procedure: s-Butyllithium (52 mL, 1.4 M in pentane, 72 mmol) was added at −78° C. over 90 min. to a solution of p-anisic acid (5 g, 33 mmol) and TMEDA (11 ml, 72 mmol) in THE (80 mL). After stirring for 15 min., ethyl 3-fluorobenzoate (5 mL, 40 mmol) was added in one portion. The reaction mixture was stirred for 15 min. then it was quenched with water (20 mL). The reaction mixture was then warmed to room temperature and poured into water (1.5 L) 1N NaOH (30 ml) was added and the reaction mixture was then e... Reactants: BrC1=CC=C(CN2C(N(C3=C2C=CC=C3)CCCOC3=CC=C(C=C3)F)=N)C=C1 (1-(4-bromo-benzyl)-3-[3-(4-fluoro-phenoxy)-propyl]-1,3-dihydro-benzoimidazol-2-ylideneamine), ClC1=CC=C(C=C1)C1=C(CC(CC1)(C)C)CN1CCNCC1 (1-[2-(4-chloro-phenyl)-5,5-dimethyl-cyclohex-1-enylmethyl]-piperazine), C(=O)([O-])[O-].[Cs+].[Cs+] (Cs2CO3). Reagents/catalysts: CC(=O)[O-].CC(=O)[O-].[Pd+2] (Pd(OAc)2). The solvent is C1(=CC=CC=C1)C (toluene), C1(=CC=CC=C1)C (toluene). Reaction conditions: temperature 95 celsius, time 2 minute. Yields the product ClC1=CC=C(C=C1)C1=C(CC(CC1)(C)C)CN1CCN(CC1)C1=CC=C(CN2C(N(C3=C2C=CC=C3)CCCOC3=CC=C(C=C3)F)=N)C=C1 (1-(4-{4-[2-(4-chloro-phenyl)-5,5-dimethyl-cyclohex-1-enylmethyl]-piperazin-1-yl}-benzyl)-3-[3-(4-fluoro-phenoxy)-propyl]-1,3-dihydro-benzoimidazol-2-ylideneamine). Isolated yield 11.1%. As a reaction SMILES: Br[C:2]1[CH:29]=[CH:28][C:5]([CH2:6][N:7]2[C:11]3[CH:12]=[CH:13][CH:14]=[CH:15][C:10]=3[N:9]([CH2:16][CH2:17][CH2:18][O:19][C:20]3[CH:25]=[CH:24][C:23]([F:26])=[CH:22][CH:21]=3)[C:8]2=[NH:27])=[CH:4][CH:3]=1.[Cl:30][C:31]1[CH:36]=[CH:35][C:34]([C:37]2[CH2:42][CH2:41][C:40]([CH3:44])([CH3:43])[CH2:39][C:38]=2[CH2:45][N:46]2[CH2:51][CH2:50][NH:49][CH2:48][CH2:47]2)=[CH:33][CH:32]=1.C([O-])([O-])=O.[Cs+].[Cs+]>C1(C)C=CC=CC=1.CC([O-])=O.CC([O-])=O.[Pd+2]>[Cl:30][C:31]1[CH:36]=[CH:35][C:34]([C:37]2[CH2:42][CH2:41][C:40]([CH3:43])([CH3:44])[CH2:39][C:38]=2[CH2:45][N:46]2[CH2:47][CH2:48][N:49]([C:2]3[CH:29]=[CH:28][C:5]([CH2:6][N:7]4[C:11]5[CH:12]=[CH:13][CH:14]=[CH:15][C:10]=5[N:9]([CH2:16][CH2:17][CH2:18][O:19][C:20]5[CH:25]=[CH:24][C:23]([F:26])=[CH:22][CH:21]=5)[C:8]4=[NH:27])=[CH:4][CH:3]=3)[CH2:50][CH2:51]2)=[CH:33][CH:32]=1 |f:2.3.4,6.7.8|. Reported procedure: To a degassed solution of 1-(4-bromo-benzyl)-3-[3-(4-fluoro-phenoxy)-propyl]-1,3-dihydro-benzoimidazol-2-ylideneamine (60 mg, 0.13 mmol) in anhydrous toluene (2 ml) was added Pd(OAc)2 (0.3 mg, 0.7 □mol). Nitrogen was bubbled through the suspension for 10 min before BINAP (8 mg, 11 □mol) was added. After a further 2 min 1-[2-(4-chloro-phenyl)-5,5-dimethyl-cyclohex-1-enylmethyl]-piperazine (48 mg, 0.14 mmol) in degassed toluene (2 ml) was introduced and then after a additional 2 min Cs2CO3 (0.86 g... Starting materials: N1C(N)=NC=2N=CNC2C1=O (guanine), C[Si](N[Si](C)(C)C)(C)C (hexamethyldisilazane), FC(S(=O)(=O)O[Si](C)(C)C)(F)F (trimethylsilyl trifluoromethanesulfonate), O1COCC1 (1,3-dioxolane). Run at temperature 70 celsius. Yields the product OCCOCN1C=2N=C(NC(C2N=C1)=O)N (9-(2-hydroxyethoxymethyl)guanine). Yield: 78.0%. RXN SMILES: [NH:1]1[C:10](=[O:11])[C:9]2[NH:8][CH:7]=[N:6][C:5]=2[N:4]=[C:2]1[NH2:3].C[Si](C)(C)N[Si](C)(C)C.FC(F)(F)S(O[Si](C)(C)C)(=O)=O.[O:33]1[CH2:37][CH2:36][O:35][CH2:34]1>>[OH:35][CH2:36][CH2:37][O:33][CH2:34][N:6]1[CH:7]=[N:8][C:9]2[C:10](=[O:11])[NH:1][C:2]([NH2:3])=[N:4][C:5]1=2. Reported procedure: A mixture of guanine (25 g) , hexamethyldisilazane (HMDS, 125 ml), and trimethylsilyl trifluoromethanesulfonate (1 ml) was heated to reflux (130°-135° C.) for 24 hours. The resulting mixture was cooled to 70° C., 1,3-dioxolane (25 ml) added, and the resulting mixture refluxed for 16 hours. Excess HMDS and 1,3-dioxolane were removed by distillation under reduced pressure. The reaction mixture was cooled to 70° C., and poured into a mixture of 600 ml of 10% aqueous acetic acid. The mixture was hea... Reactants: ClCC1=C(SC=C1)S(=O)(=O)NC (3-chloromethyl-2-N-methylthiophenesulfonamide), [C-]#N.[K+] (potassium cyanide), 2-N, Cl (hydrochloric acid), ice. Solvent: C(COCCOCCO)O (triethyleneglycol). The product is C(#N)CC1=C(SC=C1)S(=O)(=O)NC (3-cyanomethyl-2-N-methylthiophenesulfonamide). RXN SMILES: Cl[CH2:2][C:3]1[CH:7]=[CH:6][S:5][C:4]=1[S:8]([NH:11][CH3:12])(=[O:10])=[O:9].[C-:13]#[N:14].[K+].Cl>C(O)COCCOCCO>[C:13]([CH2:2][C:3]1[CH:7]=[CH:6][S:5][C:4]=1[S:8]([NH:11][CH3:12])(=[O:10])=[O:9])#[N:14] |f:1.2|. Reported procedure: 7.9 g (32.7 mmol) of 3-chloromethyl-2-N-methylthiophenesulfonamide and 4.7 g (72 mmol) of potassium cyanide are heated to 80° C. for 15 minutes in 40 ml of triethyleneglycol. Thereafter, the mixture is poured into 100 ml of 2-N hydrochloric acid and 50 g of ice and extracted with three 200 ml portions of methylene chloride. The combined organic phases are dried over sodium sulfate, stirred with 1 g of active carbon, filtered and evaporated to give a noncrystallizing oil. There is obtained 3-cyan...